This data is from the Open Reaction Database (ORD), a public repository of structured organic reaction records. The task is: describe an organic reaction: reactants, conditions, products, and yield The reactants are C(C)(=O)C1=CC2=CC=CC=C2C=C1 (2-acetylnaphthalene), Cl[O-].[Na+] (sodium hypochlorite), C(=O)(O)C1=CC2=CC=CC=C2C=C1 (2-carboxynaphthalene), B#B (diborane). Solvent: COCCOCCOC (diglyme), CCOCC (ether). Product: C(=O)(O)C1=CC2=CC=CC=C2C=C1 (2-Carboxynaphthalene), OCC1=CC2=CC=CC=C2C=C1 (2-hydroxymethylnaphthalene). RXN SMILES: [C:1]([C:4]1[CH:13]=[CH:12][C:11]2[C:6](=[CH:7][CH:8]=[CH:9][CH:10]=2)[CH:5]=1)(=[O:3])C.Cl[O-].[Na+].[C:17]([C:20]1[CH:29]=[CH:28][C:27]2[C:22](=[CH:23][CH:24]=[CH:25][CH:26]=2)[CH:21]=1)([OH:19])=[O:18].B#B>COCCOCCOC.CCOCC>[C:17]([C:20]1[CH:29]=[CH:28][C:27]2[C:22](=[CH:23][CH:24]=[CH:25][CH:26]=2)[CH:21]=1)([OH:19])=[O:18].[OH:3][CH2:1][C:4]1[CH:13]=[CH:12][C:11]2[C:6](=[CH:7][CH:8]=[CH:9][CH:10]=2)[CH:5]=1 |f:1.2|. Procedure details: 2-Acetylnaphthalene is prepared by treating 2-(1-bromoethyl)naphthalene, prepared as described above, with sodium acetate in acetic acid to afford 2-(1-acetoxyethyl)naphthalene which upon base hydrolysis furnishes the 2-(1-hydroxyethyl)naphthalene. The latter is oxidized with an equivalent of chromium trioxide in glacial acetic acid, or 8N sulfuric acid and acetone to furnish 2-acetylnaphthalene. 2-Carboxynaphthalene is prepared from 2-acetylnaphthalene by treating the latter with aqueous sodium... The reactants are [NH4+].[OH-] (NH4OH), CC(C)(C)OC(=O)N[C@H](C1=CC=CC=C1)C(=O)O (Boc-D-phenylglycine), C1=CC=C2C(=C1)N=NN2O.O (HOBt hydrate), C(CCl)Cl (EDC). The solvent is CCOC(=O)C (EtOAc), O (Water), CN(C)C=O (DMF). Reaction conditions: time 20 hour. Yields the product NC([C@@H](C1=CC=CC=C1)NC(OC(C)(C)C)=O)=O ((R)-tert-butyl 2-amino-2-oxo-1-phenylethylcarbamate). The yield is 89.5%. Reaction SMILES: [CH3:1][C:2]([O:5][C:6]([NH:8][C@@H:9]([C:16]([OH:18])=O)[C:10]1[CH:15]=[CH:14][CH:13]=[CH:12][CH:11]=1)=[O:7])([CH3:4])[CH3:3].C1C=C2[N:25]=NN(O)C2=CC=1.O.C(Cl)CCl.[NH4+].[OH-]>CN(C=O)C.CCOC(C)=O.O>[NH2:25][C:16](=[O:18])[C@H:9]([NH:8][C:6](=[O:7])[O:5][C:2]([CH3:4])([CH3:3])[CH3:1])[C:10]1[CH:15]=[CH:14][CH:13]=[CH:12][CH:11]=1 |f:1.2,4.5|. Reported procedure: A solution of Boc-D-phenylglycine (500 mg, 1.99 mmol), HOBt hydrate (370 mg, 2.41 mmol) and EDC (500 mg, 2.60 mmol) in DMF (8 mL) was stirred at room temperature for 30 min. Conc. NH4OH (1.00 mL) was added. The mixture was stirred at room temperature for 20 h. Water and EtOAc were added. Organic phase was separated, washed with 5% NaHCO3, dried over Na2SO4, concentrated in vacuo to give (R)-tert-butyl 2-amino-2-oxo-1-phenylethylcarbamate as a solid (446 mg). The reactants are compound, ClC1=C(C=CC(=C1)Cl)C1=CC2=C(N(C3=CC=C(C=C23)C2=NN(C=C2)CCO)C)N(C1=O)C (3-(2,4-dichlorophenyl)-6-[1-(2-hydroxyethyl)-1H-pyrazol-3-yl]-1,9-dimethyl-1,9-dihydropyrido[2,3-b]indol-2-one), BrCC1CC1 ((bromomethyl)cyclopropane). Yields the product C1(CC1)COCCN1N=C(C=C1)C=1C=C2C3=C(N(C2=CC1)C)N(C(C(=C3)C3=C(C=C(C=C3)Cl)Cl)=O)C (6-[1-(2-Cyclopropylmethoxyethyl)-1H-pyrazol-3-yl]-3-(2,4-dichlorophenyl)-1,9-dimethyl-1,9-dihydropyrido[2,3-b]indol-2-one). Reaction SMILES: [Cl:1][C:2]1[CH:7]=[C:6]([Cl:8])[CH:5]=[CH:4][C:3]=1[C:9]1[C:30](=[O:31])[N:29]([CH3:32])[C:12]2[N:13]([CH3:28])[C:14]3[C:19]([C:11]=2[CH:10]=1)=[CH:18][C:17]([C:20]1[CH:24]=[CH:23][N:22]([CH2:25][CH2:26][OH:27])[N:21]=1)=[CH:16][CH:15]=3.Br[CH2:34][CH:35]1[CH2:37][CH2:36]1>>[CH:35]1([CH2:34][O:27][CH2:26][CH2:25][N:22]2[CH:23]=[CH:24][C:20]([C:17]3[CH:18]=[C:19]4[C:14](=[CH:15][CH:16]=3)[N:13]([CH3:28])[C:12]3[N:29]([CH3:32])[C:30](=[O:31])[C:9]([C:3]5[CH:4]=[CH:5][C:6]([Cl:8])=[CH:7][C:2]=5[Cl:1])=[CH:10][C:11]4=3)=[N:21]2)[CH2:37][CH2:36]1. Procedure details: The process is carried out as in Example 101 above, with the compound from Example 51, 3-(2,4-dichlorophenyl)-6-[1-(2-hydroxyethyl)-1H-pyrazol-3-yl]-1,9-dimethyl-1,9-dihydropyrido[2,3-b]indol-2-one and (bromomethyl)cyclopropane.